This data is from the Open Reaction Database (ORD), a public repository of structured organic reaction records. The task is: describe an organic reaction: reactants, conditions, products, and yield Starting materials: [BH4-], COc1cccc(OC2CC(C(O)C(Cc3cc(F)cc(F)c3)[N+](=O)[O-])N(C(=O)OC(C)(C)C)C2)c1, CO, [Na+], O. Product: COc1cccc(OC2CC(C(O)C(N)Cc3cc(F)cc(F)c3)N(C(=O)OC(C)(C)C)C2)c1. Reaction SMILES: [BH4-:37].[C:1]([CH3:2])([CH3:3])([CH3:4])[O:5][C:6](=[O:7])[N:8]1[CH:9]([CH:22]([CH:23]([CH2:24][c:25]2[cH:26][c:27]([F:32])[cH:28][c:29]([F:31])[cH:30]2)[N+:33]([O-:34])=[O:35])[OH:36])[CH2:10][CH:11]([O:13][c:14]2[cH:15][c:16]([O:20][CH3:21])[cH:17][cH:18][cH:19]2)[CH2:12]1.[CH3:40][OH:41].[Na+:38].[OH2:39]>>[C:1]([CH3:2])([CH3:3])([CH3:4])[O:5][C:6](=[O:7])[N:8]1[CH:9]([CH:22]([CH:23]([CH2:24][c:25]2[cH:26][c:27]([F:32])[cH:28][c:29]([F:31])[cH:30]2)[NH2:33])[OH:36])[CH2:10][CH:11]([O:13][c:14]2[cH:15][c:16]([O:20][CH3:21])[cH:17][cH:18][cH:19]2)[CH2:12]1. Starting materials: Cc1ccccc1, CCOC(=O)C1CN(C(=O)OC(C)(C)C)CCC1=O, CC(N)c1ccccc1. Yields the product CCOC(=O)C1=C(NC(C)c2ccccc2)CCN(C(=O)OC(C)(C)C)C1. RXN SMILES: [CH3:29][c:30]1[cH:31][cH:32][cH:33][cH:34][cH:35]1.[O:1]=[C:2]1[CH:3]([C:15](=[O:16])[O:17][CH2:18][CH3:19])[CH2:4][N:5]([C:8](=[O:9])[O:10][C:11]([CH3:12])([CH3:13])[CH3:14])[CH2:6][CH2:7]1.[c:20]1([CH:26]([CH3:27])[NH2:28])[cH:21][cH:22][cH:23][cH:24][cH:25]1>>[C:2]1([NH:28][CH:26]([c:20]2[cH:21][cH:22][cH:23][cH:24][cH:25]2)[CH3:27])=[C:3]([C:15](=[O:16])[O:17][CH2:18][CH3:19])[CH2:4][N:5]([C:8](=[O:9])[O:10][C:11]([CH3:12])([CH3:13])[CH3:14])[CH2:6][CH2:7]1. Reactants: [Ba+2], CCCCCC#CCC(=O)OC, [H][H], [Pd+2], O=S(=O)([O-])[O-], O=S(=O)([O-])[O-], c1ccncc1. Product: CCCCCC=CCC(=O)OC. RXN SMILES: [Ba+2:20].[C:1]([CH2:2][C:3]#[C:4][CH2:5][CH2:6][CH2:7][CH2:8][CH3:9])(=[O:10])[O:11][CH3:12].[H:13][H:14].[Pd+2:21].[S:15]([O-:16])([O-:17])(=[O:18])=[O:19].[S:22]([O-:23])([O-:24])(=[O:25])=[O:26].[cH:27]1[cH:28][cH:29][n:30][cH:31][cH:32]1>>[C:1]([CH2:2][CH:3]=[CH:4][CH2:5][CH2:6][CH2:7][CH2:8][CH3:9])(=[O:10])[O:11][CH3:12]. The reactants are ClCl (chlorine), C22H21Cl2N5O3, ClC1=C(C(=O)O)C=CC(=C1)C(=O)NC(C)C1=NC2=C(N1)C=CC(=C2)Cl (2-chloro-4-{N-[1-(5-chloro-1H-benzimidazol-2yl)ethyl]aminocarbonyl}benzoic acid), C(=O)N1CCNCC1 (4-formylpiperazine), pentafluorophenyl-N,N′,N′-tetramethyluroniumhexafluorophosphate, C(C)(C)N(CC)C(C)C (diisopropylethylamine). Solvent: CS(=O)C (DMSO). Yields the product ClC=1C=C(C(=O)NC(C)C2=NC3=C(N2)C=CC(=C3)Cl)C=CC1C(=O)N1CCN(CC1)C=O (rac.-3-chloro-N-[1-(5-chloro-1H-benzimidazol-2-yl)ethyl]-4-(4-formylpiperazin-1-ylcarbonyl)benzamide). Reaction SMILES: [Cl:1][C:2]1[CH:10]=[C:9]([C:11]([NH:13][CH:14]([C:16]2[NH:20][C:19]3[CH:21]=[CH:22][C:23]([Cl:25])=[CH:24][C:18]=3[N:17]=2)[CH3:15])=[O:12])[CH:8]=[CH:7][C:3]=1[C:4](O)=[O:5].[CH:26]([N:28]1[CH2:33][CH2:32][NH:31][CH2:30][CH2:29]1)=[O:27].C(N(C(C)C)CC)(C)C.ClCl>CS(C)=O>[Cl:1][C:2]1[CH:10]=[C:9]([CH:8]=[CH:7][C:3]=1[C:4]([N:31]1[CH2:32][CH2:33][N:28]([CH:26]=[O:27])[CH2:29][CH2:30]1)=[O:5])[C:11]([NH:13][CH:14]([C:16]1[NH:20][C:19]2[CH:21]=[CH:22][C:23]([Cl:25])=[CH:24][C:18]=2[N:17]=1)[CH3:15])=[O:12]. Reported procedure: Prepared analogously to Example 1d from 2-chloro-4-{N-[1-(5-chloro-1H-benzimidazol-2yl)ethyl]aminocarbonyl}benzoic acid, 4-formylpiperazine, pentafluorophenyl-N,N′,N′-tetramethyluroniumhexafluorophosphate (PFTU), and diisopropylethylamine in DMSO at ambient temperature. HPLC-MS results: retention time: 4.01 minutes; C22H21Cl2N5O3 (474.35); mass spectrum: (M−H)−=473/475/477 (chlorine isotope). Reactants: O[C@@H]([C@@H](C(=O)OCC1=CC=CC=C1)NC([C@H](CO)NC(CN1CCOCC1)=O)=O)C1=CC=C(C=C1)OC ((2S,3R)-benzyl 3-hydroxy-2-((S)-3-hydroxy-2-(2-morpholinoacetamido)propanamido)-3-(4-methoxyphenyl)propanoate). The reagents and catalysts are [Pd] (Pd/C). Solvent: C1CCOC1 (THF). Conditions: time 8 hour. Yields the product O[C@@H]([C@@H](C(=O)O)NC([C@H](CO)NC(CN1CCOCC1)=O)=O)C1=CC=C(C=C1)OC ((2S,3R)-3-hydroxy-2-((S)-3-hydroxy-2-(2-morpholinoacetamido)propanamido)-3-(4-methoxyphenyl)propanoic acid). Yield: 41.8%. As a reaction SMILES: [OH:1][C@H:2]([C:30]1[CH:35]=[CH:34][C:33]([O:36][CH3:37])=[CH:32][CH:31]=1)[C@H:3]([NH:14][C:15](=[O:29])[C@@H:16]([NH:19][C:20](=[O:28])[CH2:21][N:22]1[CH2:27][CH2:26][O:25][CH2:24][CH2:23]1)[CH2:17][OH:18])[C:4]([O:6]CC1C=CC=CC=1)=[O:5]>C1COCC1.[Pd]>[OH:1][C@H:2]([C:30]1[CH:31]=[CH:32][C:33]([O:36][CH3:37])=[CH:34][CH:35]=1)[C@H:3]([NH:14][C:15](=[O:29])[C@@H:16]([NH:19][C:20](=[O:28])[CH2:21][N:22]1[CH2:27][CH2:26][O:25][CH2:24][CH2:23]1)[CH2:17][OH:18])[C:4]([OH:6])=[O:5]. Procedure: To a solution of (2S,3R)-benzyl 3-hydroxy-2-((S)-3-hydroxy-2-(2-morpholinoacetamido)propanamido)-3-(4-methoxyphenyl)propanoate (349 mg, 0.680 mmol) in THF (20 mL) was added Pd/C (100 mg, 10%). The mixture was stirred under a hydrogen atmosphere (1 atm) at ambient temperature overnight then filtered through a pad of celite. The filtrate was concentrated to afford (2S,3R)-3-hydroxy-2-((S)-3-hydroxy-2-(2-morpholinoacetamido)propanamido)-3-(4-methoxyphenyl)propanoic acid (121 mg, 42% yield) as a col... Reactants: CCCC1(CC(=O)OCC)OCCc2c1[nH]c1c(C)c(C(=O)OCc3ccccc3)cc(C#N)c21, CO, CCOC(C)=O, [OH-], [OH-], [Pd+2]. Product: CCCC1(CC(=O)OCC)OCCc2c1[nH]c1c(C)c(C(=O)O)cc(C#N)c21. Reaction SMILES: [CH2:1]([c:2]1[cH:3][cH:4][cH:5][cH:6][cH:7]1)[O:8][C:9](=[O:10])[c:11]1[cH:12][c:13]([C:34]#[N:35])[c:14]2[c:15]3[c:16]([nH:17][c:18]2[c:19]1[CH3:20])[C:21]([CH2:25][CH2:26][CH3:27])([CH2:28][C:29](=[O:30])[O:31][CH2:32][CH3:33])[O:22][CH2:23][CH2:24]3.[CH3:39][OH:40].[CH3:41][CH2:42][O:43][C:44]([CH3:45])=[O:46].[OH-:36].[OH-:37].[Pd+2:38]>>[O:8]=[C:9]([OH:10])[c:11]1[cH:12][c:13]([C:34]#[N:35])[c:14]2[c:15]3[c:16]([nH:17][c:18]2[c:19]1[CH3:20])[C:21]([CH2:25][CH2:26][CH3:27])([CH2:28][C:29](=[O:30])[O:31][CH2:32][CH3:33])[O:22][CH2:23][CH2:24]3. The reactants are CC[O-], COc1cc(N2C(=O)c3ccccc3C2=O)c2[nH]c(=O)cc(C)c2c1Oc1cccc(C(F)(F)F)c1, ClC(Cl)Cl, O=P(Cl)(Cl)Cl. The product is COc1cc(N2C(=O)c3ccccc3C2=O)c2nc(Cl)cc(C)c2c1Oc1cccc(C(F)(F)F)c1. RXN SMILES: [CH2:1]([O-:2])[CH3:3].[CH3:4][O:5][c:6]1[c:7]([O:29][c:30]2[cH:31][c:32]([C:36]([F:37])([F:38])[F:39])[cH:33][cH:34][cH:35]2)[c:8]2[c:9]([CH3:28])[cH:10][c:11](=[O:27])[nH:12][c:13]2[c:14]([N:16]2[C:17](=[O:26])[c:18]3[c:19]([cH:22][cH:23][cH:24][cH:25]3)[C:20]2=[O:21])[cH:15]1.[Cl:45][CH:46]([Cl:47])[Cl:48].[P:40]([Cl:41])([Cl:42])([Cl:43])=[O:44]>>[CH3:4][O:5][c:6]1[c:7]([O:29][c:30]2[cH:31][c:32]([C:36]([F:37])([F:38])[F:39])[cH:33][cH:34][cH:35]2)[c:8]2[c:9]([CH3:28])[cH:10][c:11]([Cl:42])[n:12][c:13]2[c:14]([N:16]2[C:17](=[O:26])[c:18]3[c:19]([cH:22][cH:23][cH:24][cH:25]3)[C:20]2=[O:21])[cH:15]1. Reactants: COC(=O)COc1coc2c(OC)cccc2c1=O, Cl. The product is COc1cccc2c(=O)c(OCC(=O)O)coc12. Reaction SMILES: [CH3:1][O:2][c:3]1[cH:4][cH:5][cH:6][c:7]2[c:8](=[O:19])[c:9]([O:13][CH2:14][C:15](=[O:16])[O:17][CH3:18])[cH:10][o:11][c:12]12.[ClH:20]>>[CH3:1][O:2][c:3]1[cH:4][cH:5][cH:6][c:7]2[c:8](=[O:19])[c:9]([O:13][CH2:14][C:15](=[O:16])[OH:17])[cH:10][o:11][c:12]12.